This data is from the Open Reaction Database (ORD), a public repository of structured organic reaction records. The task is: describe an organic reaction: reactants, conditions, products, and yield Reactants: FC=1C=C(C#N)C=C(C1)C(F)(F)F (3-fluoro-5-trifluoromethyl-benzonitrile), BrC1=NC=CC(=C1)C(F)(F)F (2-bromo-4-trifluoromethylpyridine), C[Si](C)(C)Cl (TMSCl), [Li]CCCC (nBuLi), C(C1=CC=CC=C1)[Mg]Cl (benzyl magnesium chloride). The solvent is CCOCC (Et2O), CCOCC (Et2O). Conditions: temperature -78 celsius, time 30 minute. Product: FC=1C=C(C=C(C1)C(F)(F)F)C(CC1=CC=CC=C1)(N)C1=NC=CC(=C1)C(F)(F)F (1-(3-fluoro-5-(trifluoromethyl)phenyl)-2-phenyl-1-(4-(trifluoromethyl)pyridin-2-yl)ethanamine), brownish gum. Yield: 66.6%. RXN SMILES: [Li]CCCC.Br[C:7]1[CH:12]=[C:11]([C:13]([F:16])([F:15])[F:14])[CH:10]=[CH:9][N:8]=1.[F:17][C:18]1[CH:19]=[C:20]([CH:23]=[C:24]([C:26]([F:29])([F:28])[F:27])[CH:25]=1)[C:21]#[N:22].C[Si](Cl)(C)C.[CH2:35]([Mg]Cl)[C:36]1[CH:41]=[CH:40][CH:39]=[CH:38][CH:37]=1>CCOCC>[F:17][C:18]1[CH:19]=[C:20]([C:21]([C:7]2[CH:12]=[C:11]([C:13]([F:16])([F:15])[F:14])[CH:10]=[CH:9][N:8]=2)([NH2:22])[CH2:35][C:36]2[CH:41]=[CH:40][CH:39]=[CH:38][CH:37]=2)[CH:23]=[C:24]([C:26]([F:27])([F:28])[F:29])[CH:25]=1. Procedure: To an oven-dried round bottomed flask was added nBuLi (2.5 M in hexanes, 0.95 ml, 2.38 mmol, 1.17 eq) at −60° C. under N2. An Et2O solution (5 mL) of 2-bromo-4-trifluoromethylpyridine (448 mg, 2.0 mmol) was added dropwise at −60 to −55° C. The resulting solution was stirred at the above temperate for 30 min. The mixture was cooled to −78° C., an Et2O solution (2 mL) of 3-fluoro-5-trifluoromethyl-benzonitrile (390 g, 2.06 mmol) was added dropwise. The resulting solution was stirred −78 to −70° C....